Dataset: the Open Reaction Database (ORD), a public repository of structured organic reaction records. Task: describe an organic reaction: reactants, conditions, products, and yield The reactants are [Br-].ClC1=C(C=CC=C1)C(C(=O)O[C@H]1C[N+]2(CCC1CC2)CC(NC2=NOC=C2)=O)(O)C2=C(C=CC=C2)Cl ((R)-3-[2,2-Bis-(2-chloro-phenyl)-2-hydroxy-acetoxy]-1-(isoxazol-3-ylcarbamoylmethyl)-1-azonia-bicyclo[2.2.2]octane bromide), OC(C(=O)O)(C1=CC=C(C=C1)C)C1=CC=C(C=C1)C (hydroxy-di-p-tolyl-acetic acid), OC(C(=O)O)(C1=CC=C(C=C1)C)C1=CC=C(C=C1)C (hydroxy-di-p-tolyl-acetic acid). Yields the product [Br-].OC(C(=O)O[C@H]1C[N+]2(CCC1CC2)CC(NC2=NOC=C2)=O)(C2=CC=C(C=C2)C)C2=CC=C(C=C2)C ((R)-3-(2-Hydroxy-2,2-di-p-tolyl-acetoxy)-1-(isoxazol-3-ylcarbamoylmethyl)-1-azonia-bicyclo[2.2.2]octane bromide). As a reaction SMILES: [Br-:1].ClC1C=CC=CC=1C(C1C=CC=CC=1Cl)(O)C(O[C@@H:13]1[CH:18]2[CH2:19][CH2:20][N+:15]([CH2:21][C:22](=[O:29])[NH:23][C:24]3[CH:28]=[CH:27][O:26][N:25]=3)([CH2:16][CH2:17]2)[CH2:14]1)=O.[OH:38][C:39]([C:50]1[CH:55]=[CH:54][C:53]([CH3:56])=[CH:52][CH:51]=1)([C:43]1[CH:48]=[CH:47][C:46]([CH3:49])=[CH:45][CH:44]=1)[C:40]([OH:42])=[O:41]>>[Br-:1].[OH:38][C:39]([C:43]1[CH:48]=[CH:47][C:46]([CH3:49])=[CH:45][CH:44]=1)([C:50]1[CH:51]=[CH:52][C:53]([CH3:56])=[CH:54][CH:55]=1)[C:40]([O:42][C@@H:17]1[CH:18]2[CH2:19][CH2:20][N+:15]([CH2:21][C:22](=[O:29])[NH:23][C:24]3[CH:28]=[CH:27][O:26][N:25]=3)([CH2:14][CH2:13]2)[CH2:16]1)=[O:41] |f:0.1,3.4|. Procedure: This compound is prepared analogously to (R)-3-[2,2-bis-(2-chloro-phenyl)-2-hydroxy-acetoxy]-1-(isoxazol-3-ylcarbamoylmethyl)-1-azonia-bicyclo[2.2.2]octane bromide [Example 1] by substituting bis-(2-chloro-phenyl)-hydroxy-acetic acid with hydroxy-di-p-tolyl-acetic acid (Intermediate B). Reactants: BrCc1ccccc1, C1CCOC1, [Li]CCCC, CC(C)NC(C)C, N#CC(c1cccc(OC(F)(F)F)c1)c1cccc(OC(F)(F)F)c1. The product is N#CC(Cc1ccccc1)(c1cccc(OC(F)(F)F)c1)c1cccc(OC(F)(F)F)c1. RXN SMILES: [Br:38][CH2:39][c:40]1[cH:41][cH:42][cH:43][cH:44][cH:45]1.[CH2:46]1[O:47][CH2:48][CH2:49][CH2:50]1.[CH3:8][CH2:9][CH2:10][CH2:11][Li:12].[CH:1]([NH:2][CH:3]([CH3:4])[CH3:5])([CH3:6])[CH3:7].[F:13][C:14]([O:15][c:16]1[cH:17][c:18]([CH:22]([C:23]#[N:24])[c:25]2[cH:26][c:27]([O:31][C:32]([F:33])([F:34])[F:35])[cH:28][cH:29][cH:30]2)[cH:19][cH:20][cH:21]1)([F:36])[F:37]>>[F:13][C:14]([O:15][c:16]1[cH:17][c:18]([C:22]([C:23]#[N:24])([c:25]2[cH:26][c:27]([O:31][C:32]([F:33])([F:34])[F:35])[cH:28][cH:29][cH:30]2)[CH2:39][c:40]2[cH:41][cH:42][cH:43][cH:44][cH:45]2)[cH:19][cH:20][cH:21]1)([F:36])[F:37]. Reactants: [N+](=O)([O-])C1=CC2=C(N=CS2)C=C1 (6-nitrobenzothiazole), C[Mg+].[Br-] (MeMgBr). Run in C(Cl)(Cl)Cl (CHCl3). Run at time 2 hour. Product: CC1=C(C=CC=2N=CSC21)[N+](=O)[O-] (7-Methyl-6-nitrobenzothiazole). Isolated yield 45.5%. As a reaction SMILES: [N+:1]([C:4]1[CH:12]=[CH:11][C:7]2[N:8]=[CH:9][S:10][C:6]=2[CH:5]=1)([O-:3])=[O:2].[CH3:13][Mg+].[Br-]>C(Cl)(Cl)Cl>[CH3:13][C:5]1[C:6]2[S:10][CH:9]=[N:8][C:7]=2[CH:11]=[CH:12][C:4]=1[N+:1]([O-:3])=[O:2] |f:1.2|. Reported procedure: To a solution of 6-nitrobenzothiazole (1.4 g, 7.7 mmol) in 50 mL of TMF was added 5.1 mL of MeMgBr (15.3 mmol) dropwise in 0.5 h period at 0° C. The reaction mixture was then stirred for additional 2 h. It was quenched by adding THF solution of 2,3-dichloro-5,6-dicyanobenzoquinone until the color of the solution turns to dark green. The reaction mixture was concentrated in vacuo to yield a dark solid which was subjected to column chromatography (CHCl3, neat) to provide 0.68 g (3.5 mmol, 46%) of ... Starting materials: C(C)(C)N(CC)C(C)C (diisopropylethylamine), C[Sn](C1=NC=CC=C1)(C)C (2-trimethylstannylpyridine), tetrakis(triphenylphosphane)palladium(0), BrC1=CC=C(C=C1)CC(=O)OC (methyl 4-bromophenylacetate). The solvent is C1(=CC=CC=C1)C (toluene). Yields the product N1=C(C=CC=C1)C1=CC=C(C=C1)CC(=O)OC (Methyl [4-(2-pyridyl)phenyl]acetate). RXN SMILES: Br[C:2]1[CH:7]=[CH:6][C:5]([CH2:8][C:9]([O:11][CH3:12])=[O:10])=[CH:4][CH:3]=1.C(N(C(C)C)CC)(C)C.C[Sn](C)(C)[C:24]1[CH:29]=[CH:28][CH:27]=[CH:26][N:25]=1>C1(C)C=CC=CC=1>[N:25]1[CH:26]=[CH:27][CH:28]=[CH:29][C:24]=1[C:2]1[CH:7]=[CH:6][C:5]([CH2:8][C:9]([O:11][CH3:12])=[O:10])=[CH:4][CH:3]=1. Reported procedure: 7.85 g (34.3 mmol) of methyl 4-bromophenylacetate are introduced under argon into 95 ml of toluene and, at room temperature, 7.97 g (61.7 mmol) of diisopropylethylamine, 9.50 g (37.7 mmol) of 2-trimethylstannylpyridine and 0.4 g (0.3 mmol) of tetrakis(triphenylphosphane)palladium(0) are added. The mixture is then heated under reflux for 18 h. Cooling is followed by washing with 100 ml each of 1N hydrochloric acid and saturated sodium bicarbonate solution. The organic phase was discarded. The aci...